Dataset: the Open Reaction Database (ORD), a public repository of structured organic reaction records. Task: describe an organic reaction: reactants, conditions, products, and yield Reactants: O=C1CCC(=O)N1Br, COC(=O)c1c([N+](=O)[O-])ccc(O[Si](C)(C)C(C)(C)C)c1C, ClC(Cl)(Cl)Cl, CC(C)(C#N)N=NC(C)(C)C#N. Yields the product COC(=O)c1c([N+](=O)[O-])ccc(O[Si](C)(C)C(C)(C)C)c1CBr. RXN SMILES: [Br:23][N:24]1[C:25](=[O:26])[CH2:27][CH2:28][C:29]1=[O:30].[CH3:1][O:2][C:3]([c:4]1[c:5]([CH3:21])[c:6]([O:13][Si:14]([CH3:15])([CH3:16])[C:17]([CH3:18])([CH3:19])[CH3:20])[cH:7][cH:8][c:9]1[N+:10](=[O:11])[O-:12])=[O:22].[Cl:43][C:44]([Cl:45])([Cl:46])[Cl:47].[N:31]([C:32]([CH3:33])([CH3:34])[C:35]#[N:36])=[N:37][C:38]([CH3:39])([CH3:40])[C:41]#[N:42]>>[CH3:1][O:2][C:3]([c:4]1[c:5]([CH2:21][Br:23])[c:6]([O:13][Si:14]([CH3:15])([CH3:16])[C:17]([CH3:18])([CH3:19])[CH3:20])[cH:7][cH:8][c:9]1[N+:10](=[O:11])[O-:12])=[O:22]. Reactants: CCOC(=O)CCCOc1cccc(C)c1C, CC#N, [K+], [K+], O, O=S(=O)([O-])OOS(=O)(=O)[O-]. The product is CCOC(=O)CCCOc1cccc(C)c1C=O. As a reaction SMILES: [CH2:13]([CH3:14])[O:15][C:16]([CH2:17][CH2:18][CH2:19][O:20][c:21]1[c:22]([CH3:28])[c:23]([CH3:27])[cH:24][cH:25][cH:26]1)=[O:29].[CH3:31][C:32]#[N:33].[K+:11].[K+:12].[OH2:30].[S:1](=[O:2])([O:3][O:4][S:5]([O-:6])(=[O:7])=[O:8])([O-:9])=[O:10]>>[O:2]=[CH:28][c:22]1[c:21]([O:20][CH2:19][CH2:18][CH2:17][C:16]([O:15][CH2:13][CH3:14])=[O:29])[cH:26][cH:25][cH:24][c:23]1[CH3:27]. Starting materials: C(#N)C1=CC=C(C=C1)N1N=CC=C1C=1C=C(C(N(C1C)C1=CC(=CC=C1)C(F)(F)F)=O)C(=O)NCCCN(C)C (5-(1-(4-cyanophenyl)-1H-pyrazol-5-yl)-N-(3-(dimethylamino)propyl)-6-methyl-2-oxo-1-(3-(trifluoromethyl)phenyl)-1,2-dihydropyridine-3-carboxamide), C1(=CC=CC=C1)S(=O)(=O)OC (methyl benzenesulfonate). The solvent is CC(=O)C (acetone). Run at temperature 80 celsius. The product is C1(=CC=CC=C1)S(=O)(=O)[O-].C(#N)C1=CC=C(C=C1)N1N=CC=C1C=1C=C(C(N(C1C)C1=CC(=CC=C1)C(F)(F)F)=O)C(=O)NCCC[N+](C)(C)C (3-(5-(1-(4-cyanophenyl)-1H-pyrazol-5-yl)-6-methyl-2-oxo-1-(3-(trifluoromethyl)phenyl)-1,2-dihydropyridine-3-carboxamido)-N,N,N-trimethylpropan-1-aminium benzenesulfonate). Isolated yield 162.8%. RXN SMILES: [C:1]([C:3]1[CH:8]=[CH:7][C:6]([N:9]2[C:13]([C:14]3[CH:15]=[C:16]([C:32]([NH:34][CH2:35][CH2:36][CH2:37][N:38]([CH3:40])[CH3:39])=[O:33])[C:17](=[O:31])[N:18]([C:21]4[CH:26]=[CH:25][CH:24]=[C:23]([C:27]([F:30])([F:29])[F:28])[CH:22]=4)[C:19]=3[CH3:20])=[CH:12][CH:11]=[N:10]2)=[CH:5][CH:4]=1)#[N:2].[C:41]1([S:47]([O:50]C)(=[O:49])=[O:48])[CH:46]=[CH:45][CH:44]=[CH:43][CH:42]=1>CC(C)=O>[C:41]1([S:47]([O-:50])(=[O:49])=[O:48])[CH:46]=[CH:45][CH:44]=[CH:43][CH:42]=1.[C:1]([C:3]1[CH:8]=[CH:7][C:6]([N:9]2[C:13]([C:14]3[CH:15]=[C:16]([C:32]([NH:34][CH2:35][CH2:36][CH2:37][N+:38]([CH3:41])([CH3:40])[CH3:39])=[O:33])[C:17](=[O:31])[N:18]([C:21]4[CH:26]=[CH:25][CH:24]=[C:23]([C:27]([F:29])([F:28])[F:30])[CH:22]=4)[C:19]=3[CH3:20])=[CH:12][CH:11]=[N:10]2)=[CH:5][CH:4]=1)#[N:2] |f:3.4|. Reported procedure: A solution of 5-(1-(4-cyanophenyl)-1H-pyrazol-5-yl)-N-(3-(dimethylamino)propyl)-6-methyl-2-oxo-1-(3-(trifluoromethyl)phenyl)-1,2-dihydropyridine-3-carboxamide (synthesised according to Example 7, step 1) (14.40 g, 26.25 mmol) and methyl benzenesulfonate (3.82 ml, 28.88 mmol) in acetone (127 ml) was heated at 55° C. for 18 h. The solvents were removed by rotary evaporation and the foam-like residue was suspended in a mixture of 2-propanol:ethanol (5:1) (100 mL) and heated to 80° C. and was then s... The reactants are NC1=NC=CC(=C1)C#N (2-amino-4-cyanopyridine), BrCC(=O)C1=CC=C(C(=O)O)C=C1 (4-bromoacetylbenzoic acid). Solvent: C(C)O (ethanol). The product is Br.C(#N)C1=CC=2N(C=C1)C=C(N2)C2=CC=C(C(=O)O)C=C2 (4-(7-Cyanoimidazo[1,2-a]pyridin-2-yl)benzoic acid hydrobromide). Reaction SMILES: [NH2:1][C:2]1[CH:7]=[C:6]([C:8]#[N:9])[CH:5]=[CH:4][N:3]=1.[Br:10][CH2:11][C:12]([C:14]1[CH:22]=[CH:21][C:17]([C:18]([OH:20])=[O:19])=[CH:16][CH:15]=1)=O>C(O)C>[BrH:10].[C:8]([C:6]1[CH:5]=[CH:4][N:3]2[CH:11]=[C:12]([C:14]3[CH:22]=[CH:21][C:17]([C:18]([OH:20])=[O:19])=[CH:16][CH:15]=3)[N:1]=[C:2]2[CH:7]=1)#[N:9] |f:3.4|. Reported procedure: 8.5 g of 2-amino-4-cyanopyridine and 27.5 g of 4-bromoacetylbenzoic acid are boiled in 260 ml of ethanol for 20 h. After cooling, the precipitate is filtered off with suction and subjected to the customary working-up. 4-(7-Cyanoimidazo[1,2-a]pyridin-2-yl)benzoic acid hydrobromide is obtained, m.p. >310°. Starting materials: BrC1=CC2=C(C=3N(CCO2)C=C(N3)C3=NC=NN3C(C)C)C=C1 (9-bromo-2-(1-isopropyl-1H-1,2,4-triazol-5-yl)-5,6-dihydrobenzo[f]imidazo[1,2-d][1,4]oxazepine), [Si](C)(C)(C(C)(C)C)OC(=C)OC (1-(tert-butyldimethylsilyloxy)-1-methoxyethene). The product is C(C)(C)N1N=CN=C1C=1N=C2N(CCOC3=C2C=CC(=C3)CC(=O)OC)C1 (methyl 2-(2-(1-isopropyl-1H-1,2,4-triazol-5-yl)-5,6-dihydrobenzo[f]imidazo[1,2-d][1,4]oxazepin-9-yl)acetate). Reaction SMILES: Br[C:2]1[CH:23]=[CH:22][C:5]2[C:6]3[N:7]([CH:11]=[C:12]([C:14]4[N:18]([CH:19]([CH3:21])[CH3:20])[N:17]=[CH:16][N:15]=4)[N:13]=3)[CH2:8][CH2:9][O:10][C:4]=2[CH:3]=1.[Si]([O:31][C:32]([O:34][CH3:35])=[CH2:33])(C(C)(C)C)(C)C>>[CH:19]([N:18]1[C:14]([C:12]2[N:13]=[C:6]3[C:5]4[CH:22]=[CH:23][C:2]([CH2:33][C:32]([O:34][CH3:35])=[O:31])=[CH:3][C:4]=4[O:10][CH2:9][CH2:8][N:7]3[CH:11]=2)=[N:15][CH:16]=[N:17]1)([CH3:21])[CH3:20]. Procedure details: Following the procedures of Example 300, 9-bromo-2-(1-isopropyl-1H-1,2,4-triazol-5-yl)-5,6-dihydrobenzo[f]imidazo[1,2-d][1,4]oxazepine 194 and 1-(tert-butyldimethylsilyloxy)-1-methoxyethene were reacted to give methyl 2-(2-(1-isopropyl-1H-1,2,4-triazol-5-yl)-5,6-dihydrobenzo[f]imidazo[1,2-d][1,4]oxazepin-9-yl)acetate. M/z 368.2, calc. 367.16 Reactants: C(C=C)(=O)O (acrylic acid), C1(=CC=C(C=C1)S(=O)(=O)O)C (pTSA), OCCOC1=C(C=CC=C1)C1=C(C=CC=C1)O (2,2′-dihydroxyethoxy-biphenyl), 5198, N(=O)N(O)C1=CC=CC=C1.[Al] (aluminum N-nitrosophenylhydroxylamine), C(C=C)(=O)O (acrylic acid), C1(=CC=C(C=C1)S(=O)(=O)O)C (p-toluene sulfonic acid), product, 3, C(C=C)(=O)O (Acrylic acid), CS(=O)(=O)O (methane sulfonic acid), mono acrylate. The reagents and catalysts are C(C)(=O)[O-].[Mn+2].C(C)(=O)[O-] (manganese acetate). Solvent: C1(=CC=CC=C1)C (toluene). Conditions: time 2.5 hour. The product is C(C=C)(=O)O.C(C=C)(=O)O.C(C)OC1=C(C=CC=C1)C1=C(C=CC=C1)OCC (2,2′-diethoxy-biphenyl diacrylate). RXN SMILES: O[CH2:2][CH2:3][O:4][C:5]1[CH:10]=[CH:9][CH:8]=[CH:7][C:6]=1[C:11]1[CH:16]=[CH:15][CH:14]=[CH:13][C:12]=1[OH:17].N(N([C:22]1C=CC=C[CH:23]=1)O)=O.[Al].[C:29]([OH:33])(=[O:32])[CH:30]=[CH2:31].C1(C)C=CC(S(O)(=O)=O)=CC=1.CS(O)(=O)=O>C([O-])(=O)C.[Mn+2].C([O-])(=O)C.C1(C)C=CC=CC=1>[C:29]([OH:33])(=[O:32])[CH:30]=[CH2:31].[C:29]([OH:33])(=[O:32])[CH:30]=[CH2:31].[CH2:22]([O:17][C:12]1[CH:13]=[CH:14][CH:15]=[CH:16][C:11]=1[C:6]1[CH:7]=[CH:8][CH:9]=[CH:10][C:5]=1[O:4][CH2:3][CH3:2])[CH3:23] |f:1.2,6.7.8,10.11.12|. Reported procedure: To a 2000 ml 3 neck round bottom equipped with an overhead stirrer, dean stark trap and temperature probe was added 2,2′-dihydroxyethoxy-biphenyl (368 g, 1.34 mole, 1.0 eq.), toluene (700 g), Prostab 5198 (0.023 g), aluminum N-nitrosophenylhydroxylamine (NPAL) (0.059 g), manganese acetate (0.023 g), acrylic acid (212.7 g, 2.95 mole, 2.2 eq), p-toluene sulfonic acid (pTSA, 23.1 g, 0.13 mole, 0.1 eq.) and heated to reflux. After 2.5 hours the reaction stalled with ˜45/45 product/intermediate and 1... Yields the product COC1=CC=C(C2=C1N=C(S2)N)N(C)CCOC (4-methoxy-N7-(2-methoxy-ethyl)-N7-methyl-benzothiazole-2,7-diamine). Reaction SMILES: [CH3:1][O:2][C:3]1[CH:8]=[CH:7][C:6]([N:9]([CH2:11][CH2:12][O:13][CH3:14])[CH3:10])=[CH:5][C:4]=1[NH:15][C:16]([NH2:18])=[S:17].BrBr>C(Cl)(Cl)Cl>[CH3:1][O:2][C:3]1[C:4]2[N:15]=[C:16]([NH2:18])[S:17][C:5]=2[C:6]([N:9]([CH2:11][CH2:12][O:13][CH3:14])[CH3:10])=[CH:7][CH:8]=1. Yield: 70.8%. Reported procedure: To a stirred solution of 1.40 g (5.20 mmol) {2-methoxy-5-[(2-methoxy-ethyl)-methyl-amino]-phenyl}-thiourea in 35 ml chloroform was added dropwise 0.27 ml (5.27 mmol) bromine and the reaction mixture heated at reflux for 18 hours. The mixture was then cooled to room temperature, poured slowly onto sodium bicarbonate solution and extracted three times with ethyl acetate. The combined organic phases were dried over sodium sulfate and concentrated in vacuo. Flash chromatography (ethyl acetate) affor... The solvent is C(Cl)(Cl)Cl (chloroform). Starting materials: COC1=C(C=C(C=C1)N(C)CCOC)NC(=S)N ({2-methoxy-5-[(2-methoxy-ethyl)-methyl-amino]-phenyl}-thiourea), BrBr (bromine).